This data is from the Open Reaction Database (ORD), a public repository of structured organic reaction records. The task is: describe an organic reaction: reactants, conditions, products, and yield The reactants are CI, CC#N, Cl, CCN1CCC23c4c5ccc(O)c4OC2C(=O)CCC3(OCCCc2ccccc2)C1C5. Yields the product [I-], CC[N+]1(C)CCC23c4c5ccc(O)c4OC2C(=O)CCC3(OCCCc2ccccc2)C1C5. As a reaction SMILES: [CH3:34][I:35].[CH3:36][C:37]#[N:38].[ClH:1].[O:2]1[c:3]2[c:4]([OH:33])[cH:5][cH:6][c:7]3[c:16]2[C:15]24[C:10]([O:23][CH2:24][CH2:25][CH2:26][c:27]5[cH:28][cH:29][cH:30][cH:31][cH:32]5)([CH:9]([CH2:8]3)[N:19]([CH2:20][CH3:21])[CH2:18][CH2:17]2)[CH2:11][CH2:12][C:13](=[O:22])[CH:14]14>>[I-:35].[O:2]1[c:3]2[c:4]([OH:33])[cH:5][cH:6][c:7]3[c:16]2[C:15]24[C:10]([O:23][CH2:24][CH2:25][CH2:26][c:27]5[cH:28][cH:29][cH:30][cH:31][cH:32]5)([CH:9]([CH2:8]3)[N+:19]([CH2:20][CH3:21])([CH3:34])[CH2:18][CH2:17]2)[CH2:11][CH2:12][C:13](=[O:22])[CH:14]14.